This data is from the Open Reaction Database (ORD), a public repository of structured organic reaction records. The task is: describe an organic reaction: reactants, conditions, products, and yield The reactants are [C@H]12[C@H](NC[C@@H]2C1)CNC(=O)C=1C=CC=C2C1C=CO2 (benzofuran-4-carboxylic acid[(1S,2S,5R)-1-(3-aza-bicyclo[3.1.0]hex-2-yl)methyl]-amide), CC=1SC(=C(N1)C(=O)O)C=1C=C(C=CC1)C (2-methyl-5-m-tolyl-thiazole-4-carboxylic acid). Yields the product CC=1SC(=C(N1)C(=O)N1[C@@H]([C@H]2C[C@H]2C1)CNC(=O)C=1C=CC=C2C1C=CO2)C=2C=C(C=CC2)C (Benzofuran-4-carboxylic acid[(1S,2S,5R)-3-(2-methyl-5-m-tolyl-thiazole-4-carbonyl)-3-aza-bicyclo[3.1.0]hex-2-ylmethyl]-amide). RXN SMILES: [C@H:1]12[CH2:6][C@H:5]1[CH2:4][NH:3][C@@H:2]2[CH2:7][NH:8][C:9]([C:11]1[CH:12]=[CH:13][CH:14]=[C:15]2[O:19][CH:18]=[CH:17][C:16]=12)=[O:10].[CH3:20][C:21]1[S:22][C:23]([C:29]2[CH:30]=[C:31]([CH3:35])[CH:32]=[CH:33][CH:34]=2)=[C:24]([C:26](O)=[O:27])[N:25]=1>>[CH3:20][C:21]1[S:22][C:23]([C:29]2[CH:30]=[C:31]([CH3:35])[CH:32]=[CH:33][CH:34]=2)=[C:24]([C:26]([N:3]2[CH2:4][C@H:5]3[C@H:1]([CH2:6]3)[C@H:2]2[CH2:7][NH:8][C:9]([C:11]2[CH:12]=[CH:13][CH:14]=[C:15]3[O:19][CH:18]=[CH:17][C:16]=23)=[O:10])=[O:27])[N:25]=1. Procedure details: prepared by reaction of benzofuran-4-carboxylic acid[(1S,2S,5R)-1-(3-aza-bicyclo[3.1.0]hex-2-yl)methyl]-amide with 2-methyl-5-m-tolyl-thiazole-4-carboxylic acid. LC-MS (basic): tR=0.93 min; [M+H]+=472.2. The reactants are C(=O)(N1C=NC=C1)N1C=NC=C1 (1,1′-carbonyldiimidazole), Cl.Cl.N1CCC(CC1)N1C(NC2=NC=CC=C21)=O (1-(piperidin-4-yl)-1H-imidazo[4,5-b]pyridin-2(3H)-one dihydrochloride), C(C)(C)N(CC)C(C)C (diisopropylethylamine), O1CCCC1 (tetrahydrofuran). Solvent: C(C)#N (acetonitrile). Conditions: temperature 40 celsius, time 3 hour. Product: N1(C=NC=C1)C(=O)N1CCC(CC1)N1C(NC2=NC=CC=C21)=O (1-(1-(1H-imidazole-1-carbonyl)piperidin-4-yl)-1H-imidazo[4,5-b]pyridin-2(3H)-one). The yield is 85.8%. Reaction SMILES: [C:1]([N:8]1[CH:12]=[CH:11][N:10]=[CH:9]1)([N:3]1[CH:7]=[CH:6]N=[CH:4]1)=[O:2].C(N(C(C)C)CC)(C)C.O1CCCC1.Cl.Cl.N1CC[CH:32]([N:35]2[C:43]3[C:38](=[N:39][CH:40]=[CH:41][CH:42]=3)[NH:37][C:36]2=[O:44])[CH2:31]C1>C(#N)C>[N:8]1([C:1]([N:3]2[CH2:4][CH2:31][CH:32]([N:35]3[C:43]4[C:38](=[N:39][CH:40]=[CH:41][CH:42]=4)[NH:37][C:36]3=[O:44])[CH2:6][CH2:7]2)=[O:2])[CH:12]=[CH:11][N:10]=[CH:9]1 |f:3.4.5|. Procedure details: To a round bottom flask was added, 1,1′-carbonyldiimidazole (8.59 g, 51.4 mmol), diisopropylethylamine (12.6 mL, 72.2 mmol) and tetrahydrofuran (100 mL). This mixture was warmed to 40° C. and aged for 10 min, after which 1-(piperidin-4-yl)-1H-imidazo[4,5-b]pyridin-2(3H)-one dihydrochloride (10 g, 34.3 mmol) was added. The slurry was aged at 40° C. for 3 h, and then upon reaction completion, the solvent was swapped to acetonitrile which afforded an off white solid (9.19 g, 85.9%). LCMS: [M+H]=313... The reactants are C1CCOC1, [H][H], O=[N+]([O-])c1cccc(CCN2CCCCC2)c1. The product is Nc1cccc(CCN2CCCCC2)c1. As a reaction SMILES: [CH2:20]1[O:21][CH2:22][CH2:23][CH2:24]1.[H:18][H:19].[N+:1]([O-:2])(=[O:3])[c:4]1[cH:5][c:6]([CH2:7][CH2:8][N:9]2[CH2:10][CH2:11][CH2:12][CH2:13][CH2:14]2)[cH:15][cH:16][cH:17]1>>[NH2:1][c:4]1[cH:5][c:6]([CH2:7][CH2:8][N:9]2[CH2:10][CH2:11][CH2:12][CH2:13][CH2:14]2)[cH:15][cH:16][cH:17]1. The reactants are CC=1SC=C(C1)Br (2-methyl-4-bromo-thiophene), ethyl acetic ester, [NH4+].[Cl-] (NH4Cl), [Al+3].[Cl-].[Cl-].[Cl-] (AlCl3), CC=1SC=C(C1)C=O (2-methyl-4-thiophene-aldehyd), [Li]CCCC (BuLi), [H-].[H-].[H-].[H-].[Li+].[Al+3] (LiAlH4). Solvent: CCOCC (ether), CCOCC (ether), CCOCC (ether), CCOCC (ether), CCOCC (ether), O (H2O), CCOCC (ether). Conditions: temperature -65 celsius, time 30 minute. Product: CC=1SC=C(C1)CC=1C=C(SC1)C (Bis(2-methyl4thienyl)methane). Reaction SMILES: [CH3:1][C:2]1[S:3][CH:4]=[C:5](Br)[CH:6]=1.[Li]CCCC.[CH3:13][C:14]1[S:15][CH:16]=[C:17]([CH:19]=O)[CH:18]=1.[NH4+].[Cl-].[H-].[H-].[H-].[H-].[Li+].[Al+3].[Al+3].[Cl-].[Cl-].[Cl-]>CCOCC.O>[CH3:1][C:2]1[S:3][CH:4]=[C:5]([CH2:19][C:17]2[CH:18]=[C:14]([CH3:13])[S:15][CH:16]=2)[CH:6]=1 |f:3.4,5.6.7.8.9.10,11.12.13.14|. Reported procedure: 31.3 g of 2-methyl-4-bromo-thiophene (0.177 mol) was dissolved in 150 ml ether and treated dropwise with 113 ml 1.6M BuLi (0.18 mol) at −70° C. The resulting solution kept under stirring at −60 to −70° C. for 30 min and then was treated with 22.3 g 2-methyl-4-thiophene-aldehyd (0.177 mol) in 100 ml ether. The mixture was allowed to warm to r.t., then neutralized by 10% aq. NH4Cl and washed with water. The organic phase was collected and evaporated off. The suspension of 10 g LiAlH4 (0.266 mol) i...